Task: describe an organic reaction: reactants, conditions, products, and yield. Dataset: the Open Reaction Database (ORD), a public repository of structured organic reaction records RXN SMILES: [C:1]([CH3:2])([CH3:3])([CH3:4])[c:5]1[c:6]([OH:15])[c:7]([C:11]([CH3:12])([CH3:13])[CH3:14])[cH:8][cH:9][cH:10]1.[CH3:17][C:18]([OH:19])=[O:20].[OH2:16]>>[C:1]([CH3:2])([CH3:3])([CH3:4])[c:5]1[c:6]([OH:15])[c:7]([C:11]([CH3:12])([CH3:13])[CH3:14])[cH:8][c:9]([CH:18]=[O:19])[cH:10]1. Yields the product CC(C)(C)c1cc(C=O)cc(C(C)(C)C)c1O. Starting materials: CC(C)(C)c1cccc(C(C)(C)C)c1O, CC(=O)O, O. Starting materials: CC(C)(C)OC(=O)N1CC2CNCC2C1, CS(C)=O, CC(C)Oc1cccc(NC(=O)c2cncc(Cl)n2)c1, [Na+], [Na+], O=C([O-])[O-]. Yields the product CC(C)Oc1cccc(NC(=O)c2cncc(N3CC4CN(C(=O)OC(C)(C)C)CC4C3)n2)c1. As a reaction SMILES: [CH2:21]1[N:22]([C:29](=[O:30])[O:31][C:32]([CH3:33])([CH3:34])[CH3:35])[CH2:23][CH:24]2[CH:25]1[CH2:26][NH:27][CH2:28]2.[CH3:42][S:43]([CH3:44])=[O:45].[Cl:1][c:2]1[cH:3][n:4][cH:5][c:6]([C:8](=[O:9])[NH:10][c:11]2[cH:12][c:13]([O:17][CH:18]([CH3:19])[CH3:20])[cH:14][cH:15][cH:16]2)[n:7]1.[Na+:36].[Na+:37].[O-:38][C:39](=[O:40])[O-:41]>>[c:2]1([N:27]2[CH2:26][CH:25]3[CH2:21][N:22]([C:29](=[O:30])[O:31][C:32]([CH3:33])([CH3:34])[CH3:35])[CH2:23][CH:24]3[CH2:28]2)[cH:3][n:4][cH:5][c:6]([C:8](=[O:9])[NH:10][c:11]2[cH:12][c:13]([O:17][CH:18]([CH3:19])[CH3:20])[cH:14][cH:15][cH:16]2)[n:7]1.